From a dataset of the Open Reaction Database (ORD), a public repository of structured organic reaction records. describe an organic reaction: reactants, conditions, products, and yield Starting materials: N1CCC(CC1)N1C(NC2=CC=CC=C2C1)=O (3-(piperidin-4-yl)-3,4-dihydroquinazolin-2(1H)-one), BrC=1N=C(NC1)C(CC1=CC2=CN(N=C2C(=C1)C)COCC[Si](C)(C)C)NC(OC(C)(C)C)=O (tert-Butyl 1-(4-bromo-1H-imidazol-2-yl)-2-(7-methyl-2-((2(trimethylsilyl)ethoxy)methyl)-2H-indazol-5-yl)ethylcarbamate), Cl (hydrochloric acid), C(=O)(C=1NC=CN1)C=1NC=CN1 (carbonyl diimidazole), N′N-diisopropylethylamine. Run in C(C)(=O)OCC (ethyl acetate). Reaction conditions: temperature 0 celsius, time 3 day. Yields the product BrC=1N=C(NC1)C(CC=1C=C2C=NNC2=C(C1)C)NC(=O)N1CCC(CC1)N1C(NC2=CC=CC=C2C1)=O ((±)-N-(1-(4-Bromo-1H-imidazol-2-yl)-2-(7-methyl-1H-indazol-5-yl)ethyl)-4-(2-oxo-1,2-dihydroquinazolin-3(4H)-yl)piperidine-1-carboxamide). RXN SMILES: [Br:1][C:2]1[N:3]=[C:4]([CH:7]([NH:27][C:28](=O)[O:29]C(C)(C)C)[CH2:8][C:9]2[CH:17]=[C:16]([CH3:18])[C:15]3[C:11](=[CH:12][N:13](COCC[Si](C)(C)C)[N:14]=3)[CH:10]=2)[NH:5][CH:6]=1.Cl.C(C1NC=CN=1)(C1NC=CN=1)=O.[NH:48]1[CH2:53][CH2:52][CH:51]([N:54]2[CH2:63][C:62]3[C:57](=[CH:58][CH:59]=[CH:60][CH:61]=3)[NH:56][C:55]2=[O:64])[CH2:50][CH2:49]1>C(OCC)(=O)C>[Br:1][C:2]1[N:3]=[C:4]([CH:7]([NH:27][C:28]([N:48]2[CH2:49][CH2:50][CH:51]([N:54]3[CH2:63][C:62]4[C:57](=[CH:58][CH:59]=[CH:60][CH:61]=4)[NH:56][C:55]3=[O:64])[CH2:52][CH2:53]2)=[O:29])[CH2:8][C:9]2[CH:10]=[C:11]3[C:15](=[C:16]([CH3:18])[CH:17]=2)[NH:14][N:13]=[CH:12]3)[NH:5][CH:6]=1. Procedure: tert-Butyl 1-(4-bromo-1H-imidazol-2-yl)-2-(7-methyl-2-((2(trimethylsilyl)ethoxy)methyl)-2H-indazol-5-yl)ethylcarbamate (19.0 mg, 0.035 mmol) was dissolved in a minimum amount of ethyl acetate, and treated with hydrochloric acid (4 N in dioxane, 1.0 mL) (1.0 mL). The mixture was stirred under nitrogen for 3 days. After removal of the solvents, the crude mixture was treated with diethyl ether to give a precipitate which was filtered. The resulting solid was dissolved in dimethylformamide (1.0 mL),...